Dataset: the Open Reaction Database (ORD), a public repository of structured organic reaction records. Task: describe an organic reaction: reactants, conditions, products, and yield Product: COc1ccc(CCNC(=O)C2CCCN2C(=O)OC(C)(C)C)cc1. RXN SMILES: [C:1]([CH3:2])([CH3:3])([CH3:4])[O:5][C:6](=[O:7])[N:8]1[CH:9]([C:13](=[O:14])[OH:15])[CH2:10][CH2:11][CH2:12]1.[CH3:16][O:17][c:18]1[cH:19][cH:20][c:21]([CH2:22][CH2:23][NH2:24])[cH:25][cH:26]1.[CH:27]([N:28]([CH:29]([CH3:30])[CH3:31])[CH2:32][CH3:33])([CH3:34])[CH3:35].[Cl:46][CH2:47][Cl:48].[OH:36][n:37]1[c:38]2[cH:39][cH:40][cH:41][cH:42][c:43]2[n:44][n:45]1>>[C:1]([CH3:2])([CH3:3])([CH3:4])[O:5][C:6](=[O:7])[N:8]1[CH:9]([C:13](=[O:15])[NH:24][CH2:23][CH2:22][c:21]2[cH:20][cH:19][c:18]([O:17][CH3:16])[cH:26][cH:25]2)[CH2:10][CH2:11][CH2:12]1. Reactants: CC(C)(C)OC(=O)N1CCCC1C(=O)O, COc1ccc(CCN)cc1, CCN(C(C)C)C(C)C, ClCCl, On1nnc2ccccc21. The reactants are O=C([O-])[O-], COC(=O)Nc1cccc(C)c1CCl, CN(C)C=O, [K+], [K+], O, O=[N+]([O-])c1ncccc1O. The product is COC(=O)Nc1cccc(C)c1COc1cccnc1[N+](=O)[O-]. RXN SMILES: [C:11](=[O:12])([O-:13])[O-:14].[CH3:17][O:18][C:19](=[O:20])[NH:21][c:22]1[c:23]([CH2:24][Cl:25])[c:26]([CH3:30])[cH:27][cH:28][cH:29]1.[CH3:32][N:33]([CH3:34])[CH:35]=[O:36].[K+:15].[K+:16].[OH2:31].[OH:1][c:2]1[c:3]([N+:8](=[O:9])[O-:10])[n:4][cH:5][cH:6][cH:7]1>>[O:1]([c:2]1[c:3]([N+:8](=[O:9])[O-:10])[n:4][cH:5][cH:6][cH:7]1)[CH2:24][c:23]1[c:22]([NH:21][C:19]([O:18][CH3:17])=[O:20])[cH:29][cH:28][cH:27][c:26]1[CH3:30]. The reactants are CO (methanol), C1(CCCCC1)C(/C=C/C1C2C\C(\C(C2CC1)=O)=C/CCCC(=O)OC)O (6-[(E)-3-cyclohexyl-3-hydroxyprop-1-enyl]-3-[(E)-4-methoxycarbonylbutylidene]bicyclo[3,3,0]octan-2-one), [OH-].[Li+] (lithium hydroxide), (±)-6β-[(E)-3-cyclohexyl-3α-hydroxyprop-1-enyl]-3-[(E)-4-methoxycarbonylbutylidene]bicyclo[3,3,0]octan-2-one, (±)methyl(5E,13E)-(9S,15S)-6a-oxo-6,9-methano-15-cyclohexyl-15-hydroxy-16,17,18,19,20-pentanorprosta-5,13-dienoate. Solvent: O (water), O (water). Reaction conditions: time 1 hour. The product is C(=O)(O)CCC\C=C/1\C(C2CCC(C2C1)\C=C\C(O)C1CCCCC1)=O (3-[(E)-4-carboxybutylidene]-6-[ (E)-3-cyclohexyl-3-hydroxyprop-1-enyl]bicyclo[3,3,0]octan-2-one). Yield: 54.0%. As a reaction SMILES: [CH:1]1([CH:7]([OH:27])/[CH:8]=[CH:9]/[CH:10]2[CH2:17][CH2:16][CH:15]3[CH:11]2[CH2:12]/[C:13](=[CH:19]\[CH2:20][CH2:21][CH2:22][C:23]([O:25]C)=[O:24])/[C:14]3=[O:18])[CH2:6][CH2:5][CH2:4][CH2:3][CH2:2]1.[OH-].[Li+].CO>O>[C:23]([CH2:22][CH2:21][CH2:20]/[CH:19]=[C:13]1/[C:14](=[O:18])[CH:15]2[CH:11]([CH2:12]/1)[CH:10](/[CH:9]=[CH:8]/[CH:7]([CH:1]1[CH2:2][CH2:3][CH2:4][CH2:5][CH2:6]1)[OH:27])[CH2:17][CH2:16]2)([OH:25])=[O:24] |f:1.2|. Procedure: A mixture of 6-[(E)-3-cyclohexyl-3-hydroxyprop-1-enyl]-3-[(E)-4-methoxycarbonylbutylidene]bicyclo[3,3,0]octan-2-one (12.7 mg), prepared as described in Example 1 and in the form of (±)-6β-[(E)-3-cyclohexyl-3α-hydroxyprop-1-enyl]-3-[(E)-4-methoxycarbonylbutylidene]bicyclo[3,3,0]octan-2-one, otherwise known as (±)methyl(5E,13E)-(9S,15S)-6a-oxo-6,9-methano-15-cyclohexyl-15-hydroxy-16,17,18,19,20-pentanorprosta-5,13-dienoate, lithium hydroxide (21.5 mg), methanol (2 ml), and water (0.7 ml) was left ... The reactants are ice water, Cl (hydrochloric acid), [H-].[Na+] (Sodium hydride), C(C1=CC=CC=C1)ONC(=O)N (benzyloxyurea), ClCC1=CC=C(OCCCCOC2=CC=C(C=C2)CCl)C=C1 (1,4-Bis(4-chloromethylphenoxy)butane). The solvent is CN(C=O)C (dimethylformamide). Run at temperature 80 celsius, time 7.5 hour. The product is C(C1=CC=CC=C1)ON(C(=O)N)CC1=CC=C(OCCCCOC2=CC=C(C=C2)CN(C(=O)N)OCC2=CC=CC=C2)C=C1 (1,4-bis[4-[(1-benzyloxyureido)methyl]phenoxy]butane). The yield is 63.2%. Reaction SMILES: [H-].[Na+].[CH2:3]([O:10][NH:11][C:12]([NH2:14])=[O:13])[C:4]1[CH:9]=[CH:8][CH:7]=[CH:6][CH:5]=1.Cl[CH2:16][C:17]1[CH:36]=[CH:35][C:20]([O:21][CH2:22][CH2:23][CH2:24][CH2:25][O:26][C:27]2[CH:32]=[CH:31][C:30]([CH2:33]Cl)=[CH:29][CH:28]=2)=[CH:19][CH:18]=1.Cl>CN(C)C=O>[CH2:3]([O:10][N:11]([CH2:16][C:17]1[CH:36]=[CH:35][C:20]([O:21][CH2:22][CH2:23][CH2:24][CH2:25][O:26][C:27]2[CH:32]=[CH:31][C:30]([CH2:33][N:11]([O:10][CH2:3][C:4]3[CH:9]=[CH:8][CH:7]=[CH:6][CH:5]=3)[C:12]([NH2:14])=[O:13])=[CH:29][CH:28]=2)=[CH:19][CH:18]=1)[C:12]([NH2:14])=[O:13])[C:4]1[CH:9]=[CH:8][CH:7]=[CH:6][CH:5]=1 |f:0.1|. Procedure: 60% Sodium hydride (0.41 g) and 1.71 g of benzyloxyurea were added to 20 ml of dimethylformamide and the mixture was stirred at 80° C. for 7.5 hours. 1,4-Bis(4-chloromethylphenoxy)butane (1.74 g) was added to the reaction mixture at room temperature and the mixture was stirred at 95° C. for 0.5 hour. The reaction product was cooled to room temperature, poured into ice water, mixed with 1N hydrochloric acid and then extracted with ethyl acetate. The organic layer was washed with water and saturat... Starting materials: ClC1=C(C(=O)NC2=CC(=CC=C2)Cl)C=CC=N1 (2-chloro-N-(3-chlorophenyl)nicotinamide), O (water), C(C1=CC=CC=C1)N1CCC(CC1)O (1-benzyl-4-hydroxypiperidine), [H-].[Na+] (sodium hydride). The solvent is CCCCCC (hexane), CN(C=O)C (dimethylformamide), CC(OCC)=O (EA). Reaction conditions: time 20 hour. Product: C(C1=CC=CC=C1)N1CCC(CC1)OC1=C(C(=O)NC2=CC(=CC=C2)Cl)C=CC=N1 (2-(1-Benzylpiperidin-4-yloxy)-N-(3-chlorophenyl)nicotinamide). The yield is 59.3%. RXN SMILES: [CH2:1]([N:8]1[CH2:13][CH2:12][CH:11]([OH:14])[CH2:10][CH2:9]1)[C:2]1[CH:7]=[CH:6][CH:5]=[CH:4][CH:3]=1.[H-].[Na+].Cl[C:18]1[N:33]=[CH:32][CH:31]=[CH:30][C:19]=1[C:20]([NH:22][C:23]1[CH:28]=[CH:27][CH:26]=[C:25]([Cl:29])[CH:24]=1)=[O:21].O>CN(C)C=O.CC(=O)OCC.CCCCCC>[CH2:1]([N:8]1[CH2:13][CH2:12][CH:11]([O:14][C:18]2[N:33]=[CH:32][CH:31]=[CH:30][C:19]=2[C:20]([NH:22][C:23]2[CH:28]=[CH:27][CH:26]=[C:25]([Cl:29])[CH:24]=2)=[O:21])[CH2:10][CH2:9]1)[C:2]1[CH:3]=[CH:4][CH:5]=[CH:6][CH:7]=1 |f:1.2|. Reported procedure: A solution of 1-benzyl-4-hydroxypiperidine (209 mg, 1.1 mmol, 1.1 eq) and 95 w % sodium hydride (1.2 mmol) in 5 ml of dimethylformamide was stirred at a room temperature for 30 min, mixed with 2-chloro-N-(3-chlorophenyl)nicotinamide (1.0 mmol), and stirred for 20 hrs under reflux. The reaction mixture was cooled to a room temperature, and added with 20 ml of pure water to terminate the reaction. After two rounds of extraction with 20 ml of ethylacetate per round, water was removed with a desicca...